This data is from the Open Reaction Database (ORD), a public repository of structured organic reaction records. The task is: describe an organic reaction: reactants, conditions, products, and yield Starting materials: C(C)(C)(C)O[C@H](C)[C@@H]1N(C(OC1)=O)C1=NC(=NC(=C1)Cl)Cl ((R)-4-((R)-1-tert-butoxyethyl)-3-(2,6-dichloropyrimidin-4-yl)oxazolidin-2-one), ClC1=CC=C(C=C1)C1=CC(=NO1)[C@H](C)N ((S)-1-(5-(4-chlorophenyl)isoxazol-3-yl)ethanamine), C(C)N(C(C)C)C(C)C (N-ethyl-N-isopropylpropan-2-amine). Solvent: CS(=O)C (DMSO), C(C)(=O)OCC (ethyl acetate), [Cl-].[Na+] (sodium chloride). Product: C(C)(C)(C)O[C@H](C)[C@@H]1N(C(OC1)=O)C1=NC(=NC(=C1)Cl)N[C@@H](C)C1=NOC(=C1)C1=CC=C(C=C1)Cl ((R)-4-((R)-1-(tert-butoxy)ethyl)-3-(6-chloro-2-(((S)-1-(5-(4-chlorophenyl)isoxazol-3-yl)ethyl)amino)pyrimidin-4-yl)oxazolidin-2-one). RXN SMILES: [C:1]([O:5][C@@H:6]([C@H:8]1[CH2:12][O:11][C:10](=[O:13])[N:9]1[C:14]1[CH:19]=[C:18]([Cl:20])[N:17]=[C:16](Cl)[N:15]=1)[CH3:7])([CH3:4])([CH3:3])[CH3:2].[Cl:22][C:23]1[CH:28]=[CH:27][C:26]([C:29]2[O:33][N:32]=[C:31]([C@@H:34]([NH2:36])[CH3:35])[CH:30]=2)=[CH:25][CH:24]=1.C(N(C(C)C)C(C)C)C>CS(C)=O.C(OCC)(=O)C.[Cl-].[Na+]>[C:1]([O:5][C@@H:6]([C@H:8]1[CH2:12][O:11][C:10](=[O:13])[N:9]1[C:14]1[CH:19]=[C:18]([Cl:20])[N:17]=[C:16]([NH:36][C@H:34]([C:31]2[CH:30]=[C:29]([C:26]3[CH:27]=[CH:28][C:23]([Cl:22])=[CH:24][CH:25]=3)[O:33][N:32]=2)[CH3:35])[N:15]=1)[CH3:7])([CH3:4])([CH3:3])[CH3:2] |f:5.6|. Procedure details: A solution of (R)-4-((R)-1-tert-butoxyethyl)-3-(2,6-dichloropyrimidin-4-yl)oxazolidin-2-one (70 mg, 0.209 mmol), (S)-1-(5-(4-chlorophenyl)isoxazol-3-yl)ethanamine (60 mg, 0.23 mmol, 1.1 equiv), and N-ethyl-N-isopropylpropan-2-amine (0.091 mL, 0.52 mmol, 2.5 equiv) in DMSO (1.0 mL) was heated at 85-110° C. for 3-5 h. The reaction was cooled to room temperature and diluted with ethyl acetate (30 mL) and dilute aqueous sodium chloride (30 mL). The layers were separated and the organic layer was dri... Starting materials: ClC1=C(C=C(C(=O)O)C=C1S(=O)(=O)Cl)[N+](=O)[O-] (4-chloro-3-nitro-5-chlorosulphonyl-benzoic acid), NC1=CC=CC=C1 (aniline). The solvent is C(C)(=O)OCC (ethyl acetate). Product: N(C1=CC=CC=C1)C1=C(C=C(C(=O)O)C=C1S(NC1=CC=CC=C1)(=O)=O)[N+](=O)[O-] (4-anilino-3-nitro-5-phenylsulphamyl-benzoic acid). Reaction SMILES: Cl[C:2]1[C:10]([S:11](Cl)(=[O:13])=[O:12])=[CH:9][C:5]([C:6]([OH:8])=[O:7])=[CH:4][C:3]=1[N+:15]([O-:17])=[O:16].[NH2:18][C:19]1[CH:24]=[CH:23][CH:22]=[CH:21][CH:20]=1>C(OCC)(=O)C>[NH:18]([C:2]1[C:10]([S:11](=[O:13])(=[O:12])[NH:15][C:3]2[CH:4]=[CH:5][CH:9]=[CH:10][CH:2]=2)=[CH:9][C:5]([C:6]([OH:8])=[O:7])=[CH:4][C:3]=1[N+:15]([O-:17])=[O:16])[C:19]1[CH:24]=[CH:23][CH:22]=[CH:21][CH:20]=1. Reported procedure: To a solution of 4-chloro-3-nitro-5-chlorosulphonyl-benzoic acid (6 g) in ethyl acetate (50 ml), aniline (7.5 g) was added, while stirring. The reaction mixture was stirred for a further 8 hours and filtered. The filtrate was evaporated, and the residue was dissolved in a mixture of aqueous sodium hydrogen carbonate and diethyl ether. The aqueous layer was separated, and the 4-anilino-3-nitro-5-phenylsulphamyl-benzoic acid was precipitated by addition of 4N hydrochloric acid. After recrystalliza... Reactants: CCCC[N+](CCCC)(CCCC)CCCC, C1CCOC1, Cn1cc2ccc(NC(=O)c3ccccc3NCc3ccnc(NC(=O)N4CCC(=O)CC4)c3)cc2n1, [F-], C[Si](C)(C)C(F)(F)F. Yields the product Cn1cc2ccc(NC(=O)c3ccccc3NCc3ccnc(NC(=O)N4CCC(O)(C(F)(F)F)CC4)c3)cc2n1. Reaction SMILES: [CH2:47]([N+:48]([CH2:49][CH2:50][CH2:51][CH3:52])([CH2:53][CH2:54][CH2:55][CH3:56])[CH2:57][CH2:58][CH2:59][CH3:60])[CH2:61][CH2:62][CH3:63].[CH2:64]1[O:65][CH2:66][CH2:67][CH2:68]1.[CH3:1][n:2]1[n:3][c:4]2[cH:5][c:6]([NH:11][C:12](=[O:13])[c:14]3[c:15]([NH:20][CH2:21][c:22]4[cH:23][c:24]([NH:28][C:29](=[O:30])[N:31]5[CH2:32][CH2:33][C:34](=[O:37])[CH2:35][CH2:36]5)[n:25][cH:26][cH:27]4)[cH:16][cH:17][cH:18][cH:19]3)[cH:7][cH:8][c:9]2[cH:10]1.[F-:46].[F:38][C:39]([F:40])([F:41])[Si:42]([CH3:43])([CH3:44])[CH3:45]>>[CH3:1][n:2]1[n:3][c:4]2[cH:5][c:6]([NH:11][C:12](=[O:13])[c:14]3[c:15]([NH:20][CH2:21][c:22]4[cH:23][c:24]([NH:28][C:29](=[O:30])[N:31]5[CH2:32][CH2:33][C:34]([OH:37])([C:39]([F:38])([F:40])[F:41])[CH2:35][CH2:36]5)[n:25][cH:26][cH:27]4)[cH:16][cH:17][cH:18][cH:19]3)[cH:7][cH:8][c:9]2[cH:10]1. Reactants: COC(=O)C1=C(C=O)NC(C)=C(C(=O)OC(C)C)C1c1ccccc1[N+](=O)[O-], CC(=O)[O-], CC(=O)O, Cl, NO, [Na+]. The product is COC(=O)C1=C(C=NO)NC(C)=C(C(=O)OC(C)C)C1c1ccccc1[N+](=O)[O-]. Reaction SMILES: [CH3:1][C:2]1=[C:7]([C:8](=[O:9])[O:10][CH:11]([CH3:12])[CH3:13])[CH:6]([c:14]2[c:15]([N+:20](=[O:21])[O-:22])[cH:16][cH:17][cH:18][cH:19]2)[C:5]([C:23](=[O:24])[O:25][CH3:26])=[C:4]([CH:27]=[O:28])[NH:3]1.[CH3:33][C:34](=[O:35])[O-:36].[CH3:37][C:38](=[O:39])[OH:40].[ClH:29].[NH2:30][OH:31].[Na+:32]>>[CH3:1][C:2]1=[C:7]([C:8](=[O:9])[O:10][CH:11]([CH3:12])[CH3:13])[CH:6]([c:14]2[c:15]([N+:20](=[O:21])[O-:22])[cH:16][cH:17][cH:18][cH:19]2)[C:5]([C:23](=[O:24])[O:25][CH3:26])=[C:4]([CH:27]=[N:30][OH:31])[NH:3]1. The reactants are C(CCC)N(CCCC)CCCC (tri-n-butylamine), Cl.COC([C@@H](N)CC1=CC=C(C=C1)O)=O (tyrosine methyl ester hydrochloride), [OH-].[Na+] (NaOH), C(C(C)C)OC(=O)Cl (isobutylchloroformate), ice. The solvent is CN(C)C=O.O (DMF water), O (water), CN(C)C=O (DMF). Conditions: time 8 hour. Yields the product COC([C@@H](N)CC1=CC=C(C=C1)O)=O (Tyrosine Methyl Ester). Isolated yield 284.8%. As a reaction SMILES: C(N(CCCC)CCCC)CCC.C(OC(Cl)=O)C(C)C.Cl.[CH3:23][O:24][C:25](=[O:36])[C@H:26]([CH2:28][C:29]1[CH:34]=[CH:33][C:32]([OH:35])=[CH:31][CH:30]=1)[NH2:27].[OH-].[Na+]>CN(C=O)C.O.CN(C=O)C.O>[CH3:23][O:24][C:25](=[O:36])[C@H:26]([CH2:28][C:29]1[CH:30]=[CH:31][C:32]([OH:35])=[CH:33][CH:34]=1)[NH2:27] |f:2.3,4.5,8.9|. Reported procedure: Eighteen point two mg (0.5 mM) of hapten in 0.45 ml dry DMF was mixed with 0.0024 ml (0.1 mM) tri-n-butylamine and the solution cooled to 0° to 5°. This was followed by the addition of 0.007 ml (0.05 mM) isobutylchloroformate. The solution was allowed to react in the ice bath for 30 minutes and then was added to a cold solution of 10 mg (0.05 mM) tyrosine methyl ester hydrochloride in 3 ml 50--50 DMF-water and 0.065 ml N NaOH. Stirring in ice was continued and the solution was allowed to come to... Starting materials: CC(C)(C)OC(=O)NC(Cc1ccccc1[N+](=O)[O-])C(=O)O, CO. Product: CC(C)(C)OC(=O)NC1Cc2ccccc2NC1=O. Reaction SMILES: [C:1]([CH3:2])([CH3:3])([CH3:4])[O:5][C:6](=[O:7])[NH:8][CH:9]([C:10](=[O:11])[OH:22])[CH2:13][c:14]1[c:15]([N+:20]([O-:12])=[O:21])[cH:16][cH:17][cH:18][cH:19]1.[CH3:23][OH:24]>>[C:1]([CH3:2])([CH3:3])([CH3:4])[O:5][C:6](=[O:7])[NH:8][CH:9]1[C:10](=[O:11])[NH:20][c:15]2[c:14]([cH:19][cH:18][cH:17][cH:16]2)[CH2:13]1. RXN SMILES: [Br:19][CH2:20][c:21]1[cH:22][cH:23][cH:24][cH:25][cH:26]1.[CH2:1]([CH3:2])[c:3]1[cH:4][c:5]([C:6]#[N:7])[cH:8][c:9]([CH3:12])[c:10]1[OH:11].[CH3:28][C:29]#[N:30].[K+:13].[K+:14].[O-:15][C:16]([O-:17])=[O:18].[OH2:27]>>[CH2:1]([CH3:2])[c:3]1[cH:4][c:5]([C:6]#[N:7])[cH:8][c:9]([CH3:12])[c:10]1[O:11][CH2:20][c:21]1[cH:22][cH:23][cH:24][cH:25][cH:26]1. Product: CCc1cc(C#N)cc(C)c1OCc1ccccc1. Reactants: BrCc1ccccc1, CCc1cc(C#N)cc(C)c1O, CC#N, [K+], [K+], O=C([O-])[O-], O.